This data is from the Open Reaction Database (ORD), a public repository of structured organic reaction records. The task is: describe an organic reaction: reactants, conditions, products, and yield Starting materials: C1CCOC1, Cc1cccc(-c2nn3c(c2-c2ccc4ncn(CCCOS(C)(=O)=O)c4c2)CCC3)n1, CS(=O)(=O)O, CNC. The product is Cc1cccc(-c2nn3c(c2-c2ccc4ncn(CCCN(C)C)c4c2)CCC3)n1. RXN SMILES: [CH2:41]1[O:42][CH2:43][CH2:44][CH2:45]1.[CH3:1][c:2]1[cH:3][cH:4][cH:5][c:6](-[c:8]2[c:9](-[c:16]3[cH:17][cH:18][c:19]4[c:20]([n:21]([CH2:24][CH2:25][CH2:26][O:27][S:28]([CH3:29])(=[O:30])=[O:31])[cH:22][n:23]4)[cH:32]3)[c:10]3[n:11]([n:12]2)[CH2:13][CH2:14][CH2:15]3)[n:7]1.[CH3:33][S:34]([OH:35])(=[O:36])=[O:37].[CH3:38][NH:39][CH3:40]>>[CH3:1][c:2]1[cH:3][cH:4][cH:5][c:6](-[c:8]2[c:9](-[c:16]3[cH:17][cH:18][c:19]4[c:20]([n:21]([CH2:24][CH2:25][CH2:26][N:39]([CH3:38])[CH3:40])[cH:22][n:23]4)[cH:32]3)[c:10]3[n:11]([n:12]2)[CH2:13][CH2:14][CH2:15]3)[n:7]1. Starting materials: COC(=O)C(=O)c1ccc(OCCOc2ccc3ccccc3c2)cc1, CN(C)CCN, CO. Product: CN(C)CCNC(=O)C(=O)c1ccc(OCCOc2ccc3ccccc3c2)cc1. As a reaction SMILES: [CH3:1][O:2][C:3]([C:4]([c:5]1[cH:6][cH:7][c:8]([O:11][CH2:12][CH2:13][O:14][c:15]2[cH:16][c:17]3[cH:18][cH:19][cH:20][cH:21][c:22]3[cH:23][cH:24]2)[cH:9][cH:10]1)=[O:25])=[O:26].[CH3:27][N:28]([CH2:29][CH2:30][NH2:31])[CH3:32].[CH3:33][OH:34]>>[O:2]=[C:3]([C:4]([c:5]1[cH:6][cH:7][c:8]([O:11][CH2:12][CH2:13][O:14][c:15]2[cH:16][c:17]3[cH:18][cH:19][cH:20][cH:21][c:22]3[cH:23][cH:24]2)[cH:9][cH:10]1)=[O:25])[NH:31][CH2:30][CH2:29][N:28]([CH3:27])[CH3:32]. Starting materials: COC1=C(OC)C(=Nc2ccccc2)NC1=O, Cl, O. The product is COC1=C(OC)C(=O)NC1=O. Reaction SMILES: [CH3:1][O:2][C:3]1=[C:7]([O:8][CH3:9])[C:6](=[N:10][c:11]2[cH:12][cH:13][cH:14][cH:15][cH:16]2)[NH:5][C:4]1=[O:17].[ClH:18].[OH2:19]>>[CH3:1][O:2][C:3]1=[C:7]([O:8][CH3:9])[C:6](=[O:19])[NH:5][C:4]1=[O:17].